From a dataset of the Open Reaction Database (ORD), a public repository of structured organic reaction records. describe an organic reaction: reactants, conditions, products, and yield Reactants: C(CCC)C1=CC=C(C=C1)C#CC1=CC=C(CN(C(C(C)(C)C)=O)C2=CC3=C(OC(OC3=O)(C)C)C=C2)C=C1 (N-{4-[(4-butylphenyl)ethynyl]benzyl}-N-(2,2-dimethyl-4-oxo-4H-1,3-benzodioxin-6-yl)-2,2-dimethylpropionamide), [OH-].[Na+] (NaOH). Solvent: CCO (EtOH). Product: C(CCC)C1=CC=C(C=C1)C#CC1=CC=C(CN(C=2C=CC(=C(C(=O)O)C2)O)C(C(C)(C)C)=O)C=C1 (5-[{4-[(4-butylphenyl)ethynyl]benzyl}(2,2-dimethylpropanoyl)amino]-2-hydroxybenzoic acid). RXN SMILES: [CH2:1]([C:5]1[CH:10]=[CH:9][C:8]([C:11]#[C:12][C:13]2[CH:39]=[CH:38][C:16]([CH2:17][N:18]([C:25]3[CH:37]=[CH:36][C:28]4[O:29]C(C)(C)[O:31][C:32](=[O:33])[C:27]=4[CH:26]=3)[C:19](=[O:24])[C:20]([CH3:23])([CH3:22])[CH3:21])=[CH:15][CH:14]=2)=[CH:7][CH:6]=1)[CH2:2][CH2:3][CH3:4].[OH-].[Na+]>CCO>[CH2:1]([C:5]1[CH:6]=[CH:7][C:8]([C:11]#[C:12][C:13]2[CH:39]=[CH:38][C:16]([CH2:17][N:18]([C:19](=[O:24])[C:20]([CH3:22])([CH3:21])[CH3:23])[C:25]3[CH:37]=[CH:36][C:28]([OH:29])=[C:27]([CH:26]=3)[C:32]([OH:33])=[O:31])=[CH:15][CH:14]=2)=[CH:9][CH:10]=1)[CH2:2][CH2:3][CH3:4] |f:1.2|. Reported procedure: The titled compound was prepared following the procedure C using N-{4-[(4-butylphenyl)ethynyl]benzyl}-N-(2,2-dimethyl-4-oxo-4H-1,3-benzodioxin-6-yl)-2,2-dimethylpropionamide and NaOH 5M aq. in the presence of EtOH as a white powder (70%). 1H NMR (CDCl3, 300 MHz) δ 10.62 (s, 1H), 7.55 (d, J=2.6 Hz, 1H), 7.43 (m, 4H), 7.15 (m, 4H), 7.08 (dd, J=8.7, 2.6 Hz, 1H), 6.93 (d, J=8.7 Hz, 1H), 4.83 (s, 2H), 2.62 (t, J=7.8 Hz, 2H), 1.61 (m, 2H), 1.36 (m, 2H, 1.08 (s, 9H), 0.93 (t, J=7.4 Hz, 3H). M− (ESI): 4... Reactants: [N+](=O)([O-])C=1C=C(C=O)C=CC1 (3-nitrobenzaldehyde), D-butylamine. Run in C1=CC=CC=C1 (benzene). Reaction conditions: time 90 minute. Product: [N+](=O)([O-])C=1C=C(C=NCCCC)C=CC1 (N-(3-nitrobenzylidene)-1-butanamine). The yield is 194.9%. As a reaction SMILES: [N+:1]([C:4]1[CH:5]=[C:6]([CH:9]=[CH:10][CH:11]=1)[CH:7]=O)([O-:3])=[O:2]>C1C=CC=CC=1>[N+:1]([C:4]1[CH:5]=[C:6]([CH:9]=[CH:10][CH:11]=1)[CH:7]=[N:1][CH2:4][CH2:11][CH2:10][CH3:9])([O-:3])=[O:2]. Procedure: To a solution of 64 g (0.42 mole) 3-nitrobenzaldehyde in benzene was added 29.2 g of D-butylamine. The mixture was heated to reflux in a flask equipped with a Dean-Stark trap. After 90 minutes, the theoretical amount of water had separated, and the mixture was cooled and the solvent removed under vacuum, to give 84.4 g of N-(3-nitrobenzylidene)-1-butanamine. Reactants: C1COCCN1, CS(C)=O, Nc1ncc(-c2nc(N3CCOCC3)c3nc(Cl)n(CC4CCOC4)c3n2)cn1. The product is Nc1ncc(-c2nc(N3CCOCC3)c3nc(N4CCOCC4)n(CC4CCOC4)c3n2)cn1. As a reaction SMILES: [CH2:30]1[CH2:31][O:32][CH2:33][CH2:34][NH:35]1.[CH3:36][S:37](=[O:38])[CH3:39].[Cl:1][c:2]1[n:3]([CH2:24][CH:25]2[CH2:26][O:27][CH2:28][CH2:29]2)[c:4]2[n:5][c:6](-[c:17]3[cH:18][n:19][c:20]([NH2:23])[n:21][cH:22]3)[n:7][c:8]([N:11]3[CH2:12][CH2:13][O:14][CH2:15][CH2:16]3)[c:9]2[n:10]1>>[c:2]1([N:35]2[CH2:30][CH2:31][O:32][CH2:33][CH2:34]2)[n:3]([CH2:24][CH:25]2[CH2:26][O:27][CH2:28][CH2:29]2)[c:4]2[n:5][c:6](-[c:17]3[cH:18][n:19][c:20]([NH2:23])[n:21][cH:22]3)[n:7][c:8]([N:11]3[CH2:12][CH2:13][O:14][CH2:15][CH2:16]3)[c:9]2[n:10]1. Starting materials: ClC1=CC=C(C=C1)C1=NC=2C(=NC=CC2)N1CC(=O)O (2-(4-chlorophenyl)-3H-imidazo[4,5-b]pyridine-3-acetic acid), C(=O)(N1C=NC=C1)N1C=NC=C1 (1,1'-carbonyldiimidazole), Cl.Cl.NC1CN2CCC1CC2 (3-Aminoquinuclidine dihydrochloride), C[O-].[Na+] (sodium methoxide), [Na] (sodium). The solvent is O1CCCC1 (tetrahydrofuran), CO (methanol). Reaction conditions: time 3 hour. The product is NC1CN2CCC1CC2 (3-aminoquinuclidine). The yield is 50.3%. As a reaction SMILES: ClC1C=CC(C2N(CC(O)=O)C3=NC=CC=C3N=2)=CC=1.C(N1C=CN=C1)(N1C=CN=C1)=O.Cl.Cl.[NH2:35][CH:36]1[CH:41]2[CH2:42][CH2:43][N:38]([CH2:39][CH2:40]2)[CH2:37]1.C[O-].[Na+].[Na]>CO.O1CCCC1>[NH2:35][CH:36]1[CH:41]2[CH2:42][CH2:43][N:38]([CH2:39][CH2:40]2)[CH2:37]1 |f:2.3.4,5.6,^1:46|. Reported procedure: A suspension of 2-(4-chlorophenyl)-3H-imidazo[4,5-b]pyridine-3-acetic acid (5.0 g, 0.0174 mole), 1,1'-carbonyldiimidazole (2.82 g, 0.0174 mole) and dry tetrahydrofuran (100 ml) was stirred at room temperature for three hours with nitrogen bubbling through it. 3-Aminoquinuclidine dihydrochloride (20.8 g, 0.104 mole) and sodium methoxide (freshly prepared from 5.28 g of sodium metal in 50 ml of methanol) were stirred at room temperature for one hour. This second suspension was filtered and evapora...